This data is from the Open Reaction Database (ORD), a public repository of structured organic reaction records. The task is: describe an organic reaction: reactants, conditions, products, and yield The reactants are [Br-], OC(c1ccc(Cl)cc1)c1ccc(Cl)cc1Cl, [Mg+]c1ccc(Cl)cc1, O=Cc1ccc(F)cc1C(F)(F)F. Product: OC(c1ccc(Cl)cc1)c1ccc(F)cc1C(F)(F)F. As a reaction SMILES: [Br-:1].[Cl:23][c:24]1[cH:25][c:26]([Cl:27])[cH:28][cH:29][c:30]1[CH:31]([OH:32])[c:33]1[cH:34][cH:35][c:36]([Cl:37])[cH:38][cH:39]1.[Cl:2][c:3]1[cH:4][cH:5][c:6]([Mg+:9])[cH:7][cH:8]1.[F:10][c:11]1[cH:12][c:13]([C:19]([F:20])([F:21])[F:22])[c:14]([CH:15]=[O:16])[cH:17][cH:18]1>>[Cl:2][c:3]1[cH:4][cH:5][c:6]([CH:15]([c:14]2[c:13]([C:19]([F:20])([F:21])[F:22])[cH:12][c:11]([F:10])[cH:18][cH:17]2)[OH:16])[cH:7][cH:8]1. Run in CN(C)C=O (DMF). The reactants are CC1=C(C=CC(=C1)[N+](=O)[O-])N=C=S (2-methyl-4-nitrophenyl isothiocyanate), C(C(C)C)N (isobutylamine), CN1CCOCC1 (N-methylmorpholine), CCCCCC.CCOC(=O)C (hexane EtOAc). The product is CC1=C(C=CC(=C1)[N+](=O)[O-])N=C1SCC(N1CC(C)C)=O (2-(2-methyl-4-nitrophenylimino)-3-isobutyl-1,3-thiazolidin-4-one). Procedure: To a solution of 2-methyl-4-nitrophenyl isothiocyanate (0.190 g, 1.0 mmol) in DMF (5.3 mL) was added isobutylamine (0.4 M solution in DMF, 5.3 mL) and the reaction mixture was allowed to stir for 4 h at which time TLC analysis (hexane:EtOAc 3:1) indicated consumption of the isothiocyanate. To the resulting mixture was added chloroacetic acid (0.8 M solution in DMF, 4.0 mL) followed by N-methylmorpholine (0.7 mL, 6.4 mmol). The reaction mixture was stirred at 80° C. for 18 h, then was partitioned... Run at temperature 80 celsius, time 18 hour. The yield is 85.0%. As a reaction SMILES: [CH3:1][C:2]1[CH:7]=[C:6]([N+:8]([O-:10])=[O:9])[CH:5]=[CH:4][C:3]=1[N:11]=[C:12]=[S:13].[CH2:14]([NH2:18])[CH:15]([CH3:17])[CH3:16].CCCCCC.[CH3:25][CH2:26][O:27]C(C)=O.CN1CCOCC1>CN(C=O)C>[CH3:1][C:2]1[CH:7]=[C:6]([N+:8]([O-:10])=[O:9])[CH:5]=[CH:4][C:3]=1[N:11]=[C:12]1[N:18]([CH2:14][CH:15]([CH3:17])[CH3:16])[C:26](=[O:27])[CH2:25][S:13]1 |f:2.3|.